This data is from the Open Reaction Database (ORD), a public repository of structured organic reaction records. The task is: describe an organic reaction: reactants, conditions, products, and yield Reactants: O=C([O-])[O-], CN(C)C=O, COc1ccc(COc2ccc(Cl)c([N+](=O)[O-])c2)cc1, Cl, [Cs+], [Cs+], O, Oc1ccc(S)cc1. Yields the product COc1ccc(COc2ccc(Sc3ccc(O)cc3)c([N+](=O)[O-])c2)cc1. As a reaction SMILES: [C:29](=[O:30])([O-:31])[O-:32].[CH3:36][N:37]([CH3:38])[CH:39]=[O:40].[Cl:1][c:2]1[c:3]([N+:18](=[O:19])[O-:20])[cH:4][c:5]([O:8][CH2:9][c:10]2[cH:11][cH:12][c:13]([O:16][CH3:17])[cH:14][cH:15]2)[cH:6][cH:7]1.[ClH:35].[Cs+:33].[Cs+:34].[OH2:41].[OH:21][c:22]1[cH:23][cH:24][c:25]([SH:28])[cH:26][cH:27]1>>[c:2]1([S:28][c:25]2[cH:24][cH:23][c:22]([OH:21])[cH:27][cH:26]2)[c:3]([N+:18](=[O:19])[O-:20])[cH:4][c:5]([O:8][CH2:9][c:10]2[cH:11][cH:12][c:13]([O:16][CH3:17])[cH:14][cH:15]2)[cH:6][cH:7]1.